Dataset: the Open Reaction Database (ORD), a public repository of structured organic reaction records. Task: describe an organic reaction: reactants, conditions, products, and yield Starting materials: N[C@H](CO)C[C@H](C)OC1=CC=C(C=C1)Cl ((2S,4S)-2-amino-4-(4-chloro-phenoxy)-pentan-1-ol), N#CBr (cyanogen bromide). Yields the product ClC1=CC=C(O[C@H](C[C@@H]2N=C(OC2)N)C)C=C1 ((S)-4-[(S)-2-(4-chloro-phenoxy)-propyl]-4,5-dihydro-oxazol-2-ylamine). Reaction SMILES: [NH2:1][C@@H:2]([CH2:5][C@@H:6]([O:8][C:9]1[CH:14]=[CH:13][C:12]([Cl:15])=[CH:11][CH:10]=1)[CH3:7])[CH2:3][OH:4].[N:16]#[C:17]Br>>[Cl:15][C:12]1[CH:11]=[CH:10][C:9]([O:8][C@@H:6]([CH3:7])[CH2:5][C@H:2]2[CH2:3][O:4][C:17]([NH2:16])=[N:1]2)=[CH:14][CH:13]=1. Procedure: In analogy to example 1d (2S,4S)-2-amino-4-(4-chloro-phenoxy)-pentan-1-ol was reacted with cyanogen bromide to give (S)-4-[(S)-2-(4-chloro-phenoxy)-propyl]-4,5-dihydro-oxazol-2-ylamine. Light yellow solid. MS (ISP): 257.2 ([{37Cl}M+H]+), 255.2 ([{35Cl}M+M]+). Product: O=C(NC1CCN(Cc2ccccc2)C1)Oc1ccc([N+](=O)[O-])cc1. The reactants are NC1CCN(Cc2ccccc2)C1, O=C(Cl)Oc1ccc([N+](=O)[O-])cc1, ClCCl, ClCCl, c1ccncc1. Reaction SMILES: [CH2:23]([c:24]1[cH:25][cH:26][cH:27][cH:28][cH:29]1)[N:30]1[CH2:31][CH:32]([NH2:35])[CH2:33][CH2:34]1.[Cl:1][C:2](=[O:3])[O:4][c:5]1[cH:6][cH:7][c:8]([N+:11](=[O:12])[O-:13])[cH:9][cH:10]1.[Cl:20][CH2:21][Cl:22].[Cl:36][CH2:37][Cl:38].[cH:14]1[cH:15][cH:16][n:17][cH:18][cH:19]1>>[C:2](=[O:3])([O:4][c:5]1[cH:6][cH:7][c:8]([N+:11](=[O:12])[O-:13])[cH:9][cH:10]1)[NH:35][CH:32]1[CH2:31][N:30]([CH2:23][c:24]2[cH:25][cH:26][cH:27][cH:28][cH:29]2)[CH2:34][CH2:33]1.